From a dataset of the Open Reaction Database (ORD), a public repository of structured organic reaction records. describe an organic reaction: reactants, conditions, products, and yield Reactants: Brc1cn[nH]c1, CCOC(=O)C1CC1COS(C)(=O)=O, [H-], [Na+], CN(C)C=O. The product is CCOC(=O)C1CC1Cn1cc(Br)cn1. RXN SMILES: [Br:15][c:16]1[cH:17][n:18][nH:19][cH:20]1.[CH3:1][S:2]([O:3][CH2:6][CH:7]1[CH:8]([C:10](=[O:11])[O:12][CH2:13][CH3:14])[CH2:9]1)(=[O:4])=[O:5].[H-:22].[Na+:21].[O:23]=[CH:24][N:25]([CH3:26])[CH3:27]>>[CH2:6]([CH:7]1[CH:8]([C:10](=[O:11])[O:12][CH2:13][CH3:14])[CH2:9]1)[n:19]1[n:18][cH:17][c:16]([Br:15])[cH:20]1. The reactants are CN(C)C=O, COc1ccnc(Cl)n1, [H-], [Na+], O, c1ccc2[nH]cnc2c1. Yields the product COc1ccnc(-n2cnc3ccccc32)n1. As a reaction SMILES: [CH3:22][N:23]([CH3:24])[CH:25]=[O:26].[Cl:12][c:13]1[n:14][cH:15][cH:16][c:17]([O:19][CH3:20])[n:18]1.[H-:10].[Na+:11].[OH2:21].[n:1]1[cH:2][nH:3][c:4]2[c:5]1[cH:6][cH:7][cH:8][cH:9]2>>[n:1]1(-[c:13]2[n:14][cH:15][cH:16][c:17]([O:19][CH3:20])[n:18]2)[cH:2][n:3][c:4]2[c:5]1[cH:6][cH:7][cH:8][cH:9]2. The reactants are CCO, CC(=O)O, O=Cc1cn(-c2ccccc2)nc1-c1ccc([N+](=O)[O-])o1, NNc1ccccn1, O. Yields the product O=[N+]([O-])c1ccc(-c2nn(-c3ccccc3)cc2C=NNc2ccccn2)o1. Reaction SMILES: [CH3:30][CH2:31][OH:32].[CH3:33][C:34](=[O:35])[OH:36].[N+:1](=[O:2])([O-:3])[c:4]1[cH:5][cH:6][c:7](-[c:9]2[n:10][n:11](-[c:16]3[cH:17][cH:18][cH:19][cH:20][cH:21]3)[cH:12][c:13]2[CH:14]=[O:15])[o:8]1.[NH:22]([NH2:23])[c:24]1[n:25][cH:26][cH:27][cH:28][cH:29]1.[OH2:37]>>[N+:1](=[O:2])([O-:3])[c:4]1[cH:5][cH:6][c:7](-[c:9]2[n:10][n:11](-[c:16]3[cH:17][cH:18][cH:19][cH:20][cH:21]3)[cH:12][c:13]2[CH:14]=[N:23][NH:22][c:24]2[n:25][cH:26][cH:27][cH:28][cH:29]2)[o:8]1. Starting materials: BrC=1C=C2C(=CC1)OC=1C(=NC(=CC1C21N=C(C2=C1C=NC=C2)N)Cl)F (7-Bromo-3-chloro-1-fluorospiro[chromeno[2,3-c]pyridine-5,3′-pyrrolo[3,4-c]pyridin]-1′-amine), C(=O)=O (CO2). Yields the product BrC=1C=C2C(=CC1)OC=1C(=NC(=CC1[C@]21N=C(C2=C1C=NC=C2)N)Cl)F ((R)-7-Bromo-3-chloro-1-fluorospiro[chromeno[2,3-c]pyridine-5,3′-pyrrolo[3,4-c]pyridin]-1′-amine). As a reaction SMILES: [Br:1][C:2]1[CH:3]=[C:4]2[C:15]3([C:19]4[CH:20]=[N:21][CH:22]=[CH:23][C:18]=4[C:17]([NH2:24])=[N:16]3)[C:14]3[CH:13]=[C:12]([Cl:25])[N:11]=[C:10]([F:26])[C:9]=3[O:8][C:5]2=[CH:6][CH:7]=1.C(=O)=O>>[Br:1][C:2]1[CH:3]=[C:4]2[C@:15]3([C:19]4[CH:20]=[N:21][CH:22]=[CH:23][C:18]=4[C:17]([NH2:24])=[N:16]3)[C:14]3[CH:13]=[C:12]([Cl:25])[N:11]=[C:10]([F:26])[C:9]=3[O:8][C:5]2=[CH:6][CH:7]=1. Procedure: 7-Bromo-3-chloro-1-fluorospiro[chromeno[2,3-c]pyridine-5,3′-pyrrolo[3,4-c]pyridin]-1′-amine (483 mg) was subjected to chromatography using supercritical CO2 (additives 35% MeOH with 20 mM NH3) on a ChiralPak ADH (21×250 mm, 5 μm) eluting at a flow rate 65 ml/min (100 bar pressure, 40° C. column temperature). The first peak (retention time=1.8 min) provided (R)-7-Bromo-3-chloro-1-fluorospiro[chromeno[2,3-c]pyridine-5,3′-pyrrolo[3,4-c]pyridin]-1′-amine (Example 14c-1, >99% ee), and the second peak... The reactants are ice, [OH-].[K+] (KOH), CN(C=1C(=C(N)C=CC1)C)C (3-dimethylamino-2-methyl-aniline), C(#N)[S-].[K+] (KSCN), C(C1=CC=CC=C1)(=O)Cl (benzoylchloride). Run in C(C)O (ethanol), O (water), C(C)O (ethanol), O (water), CC(=O)C (acetone). The product is CN(C=1C(=C(C=CC1)NC(=S)N)C)C (N-(3-dimethylamino-2-methylphenyl)-thiourea). Isolated yield 91.3%. RXN SMILES: [CH3:1][N:2]([CH3:11])[C:3]1[C:4]([CH3:10])=[C:5]([CH:7]=[CH:8][CH:9]=1)[NH2:6].[C:12]([S-:14])#[N:13].[K+].C(Cl)(=O)C1C=CC=CC=1.[OH-].[K+]>C(O)C.O.CC(C)=O>[CH3:1][N:2]([CH3:11])[C:3]1[C:4]([CH3:10])=[C:5]([NH:6][C:12]([NH2:13])=[S:14])[CH:7]=[CH:8][CH:9]=1 |f:1.2,4.5|. Procedure: 57 g of 3-dimethylamino-2-methyl-aniline, 1.15 liters of acetone, 36.6 g of KSCN and 43.8 ml of benzoylchloride are refluxed together for 3 hours. After cooling to ambient temperature the reaction mixture is poured onto 2.4 kg of crushed ice. The precipitate obtained is heated to 60° C. for 2 hours together with 85 g of KOH, 85 ml of water and 255 ml of ethanol. After the addition of 850 ml of water the ethanol is distilled off under reduced pressure. After the resulting precipitate has been wor... Starting materials: FC(C1=C(C=O)C=CC=C1)(F)F (2-trifluoromethylbenzaldehyde), C(C)OC(CC(=O)COC)=O (γ-methoxyacetoacetic acid ethyl ester), N (ammonia). Run in C(C)O (ethanol). Product: C(C)OC(=O)C1=C(NC(=C(C1C1=C(C=CC=C1)C(F)(F)F)C(=O)OCC)COC)COC (2,6-dimethoxymethyl-4-(2'-trifluoromethylphenyl)-1,4-dihydropyridine-3,5-dicarboxylic acid diethyl ester). Yield: 60.0%. Reaction SMILES: [F:1][C:2]([F:12])([F:11])[C:3]1[CH:10]=[CH:9][CH:8]=[CH:7][C:4]=1[CH:5]=O.[CH2:13]([O:15][C:16](=[O:23])[CH2:17][C:18]([CH2:20][O:21][CH3:22])=O)[CH3:14].[NH3:24]>C(O)C>[CH2:13]([O:15][C:16]([C:17]1[CH:5]([C:4]2[CH:7]=[CH:8][CH:9]=[CH:10][C:3]=2[C:2]([F:12])([F:11])[F:1])[C:17]([C:16]([O:15][CH2:13][CH3:14])=[O:23])=[C:18]([CH2:20][O:21][CH3:22])[NH:24][C:18]=1[CH2:20][O:21][CH3:22])=[O:23])[CH3:14]. Reported procedure: 8.7 g of 2-trifluoromethylbenzaldehyde, 16 g of γ-methoxyacetoacetic acid ethyl ester and 5 ml of aqueous concentrated ammonia in 30 ml of ethanol are heated to the boil overnight, the mixture is cooled and 2,6-dimethoxymethyl-4-(2'-trifluoromethylphenyl)-1,4-dihydropyridine-3,5-dicarboxylic acid diethyl ester is obtained in the form of light brown crystals of melting point 133°-134° C, in a yield of 60% of theory.